Dataset: the Open Reaction Database (ORD), a public repository of structured organic reaction records. Task: describe an organic reaction: reactants, conditions, products, and yield Starting materials: FC1=C(C=C(C=C1)F)O (2,5-difluorophenol), S(=O)(=O)(OC)OC (dimethyl sulfate), CC(=O)C (acetone), C([O-])([O-])=O.[K+].[K+] (potassium carbonate). Solvent: O (Water). Product: FC1=C(C=C(C=C1)F)OC (2,5-difluoroanisole). Reaction SMILES: [F:1][C:2]1[CH:7]=[CH:6][C:5]([F:8])=[CH:4][C:3]=1[OH:9].[CH3:10]C(C)=O.C(=O)([O-])[O-].[K+].[K+].S(OC)(OC)(=O)=O>O>[F:1][C:2]1[CH:7]=[CH:6][C:5]([F:8])=[CH:4][C:3]=1[O:9][CH3:10] |f:2.3.4|. Procedure: 35.0 g of the product of Step A, 350 ml of acetone, 44.6 g of potassium carbonate and 40.7 g of dimethyl sulfate (neutralized on potassium bicarbonte) and was allowed to return to ambient temperature. Water was added and extraction was carried out with ether. The extracts were washed, dried and concentrated to dryness under reduced pressure to obtain 39.8 g of the desired product. Starting materials: N([C@@H](COCC1=CC=CC=C1)C(=O)O)C(=O)OC(C)(C)C (Boc-Ser(OCH2C6H5)-OH), FC(C(=O)O)(F)F (trifluoroacetic acid), N([C@@H](COCC1=CC=CC=C1)C(=O)N[C@@H](C)C(=O)OC)C(=O)OC(C)(C)C (Boc-Ser(OCH2C6H5)-Ala-OCH3), anhydride, N([C@@H](CC1=CC=CC=C1)C(=O)O)C(=O)OCC1=CC=CC=C1 (Z-Phe-OH), N[C@@H](C)C(=O)OC.Cl (H-Ala-OCH3.HCl), anhydride, N[C@@H](COCC1=CC=CC=C1)C(=O)N[C@@H](C)C(=O)OC.FC(F)(F)C(=O)O (H-Ser(OCH2C6H5)-Ala-OCH3 trifluoroacetate). Product: N([C@@H](CC1=CC=CC=C1)C(=O)N[C@@H](COCC1=CC=CC=C1)C(=O)N[C@@H](C)C(=O)OC)C(=O)OCC1=CC=CC=C1 (Z-Phe-Ser(OCH2C6H5)-Ala-OCH3). The yield is 74.0%. Reaction SMILES: [NH:1]([C:15]([O:17]C(C)(C)C)=O)[C@H:2]([C:12]([OH:14])=O)[CH2:3][O:4][CH2:5][C:6]1[CH:11]=[CH:10][CH:9]=[CH:8][CH:7]=1.[NH2:22][C@H:23]([C:25]([O:27][CH3:28])=[O:26])[CH3:24].Cl.N(C(OC(C)(C)C)=O)[C@H](C(N[C@H](C(OC)=O)C)=O)COCC1C=CC=CC=1.FC(F)(F)C(O)=O.N[C@H](C(N[C@H](C(OC)=O)C)=O)COCC1C=CC=CC=1.FC(C(O)=O)(F)F.[NH:91]([C:103]([O:105][CH2:106][C:107]1[CH:112]=[CH:111][CH:110]=[CH:109][CH:108]=1)=[O:104])[C@H:92](C(O)=O)[CH2:93][C:94]1[CH:99]=[CH:98][CH:97]=[CH:96][CH:95]=1>>[NH:91]([C:103]([O:105][CH2:106][C:107]1[CH:112]=[CH:111][CH:110]=[CH:109][CH:108]=1)=[O:104])[C@H:92]([C:15]([NH:1][C@H:2]([C:12]([NH:22][C@H:23]([C:25]([O:27][CH3:28])=[O:26])[CH3:24])=[O:14])[CH2:3][O:4][CH2:5][C:6]1[CH:7]=[CH:8][CH:9]=[CH:10][CH:11]=1)=[O:17])[CH2:93][C:94]1[CH:99]=[CH:98][CH:97]=[CH:96][CH:95]=1 |f:1.2,5.6|. Procedure: First, Boc-Ser(OCH2C6H5)-OH (4.93 g, 16.7 mmol) was coupled to H-Ala-OCH3.HCl (2.80 g, 20.0 mmol) by a mixed anhydride procedure to yield an oil, 6.1 g. Boc-Ser(OCH2C6H5)-Ala-OCH3 was then deblocked with trifluoroacetic acid, and the resulting product, H-Ser(OCH2C6H5)-Ala-OCH3 trifluoroacetate (6.15 g, 15.6 mmol), was coupled to Z-Phe-OH (3.89 g, 13.0 mmol) using a mixed anhydride procedure. This product was crystallized from ethyl acetate to yield 5.4 g of Z-Phe-Ser(OCH2C6H5)-Ala-OCH3 (m.p. 158... The reactants are C1(=CC=CC=C1)S(=O)(=O)CC1=NNC(=N1)C=1OC=CC1 (3-benzenesulfonylmethyl-5-furan-2-yl-1H-[1,2,4]triazole), C(CCC)C=1C=CC(=NC1)/C=C/C#N ((E)-3-(5-butyl-pyridin-2-yl)-acrylonitrile). Product: C(CCC)C=1C=CC(=NC1)C1=CC=2N(C(=C1)N)N=C(N2)C=2OC=CC2 (7-(5-Butyl-pyridin-2-yl)-2-furan-2-yl-[1,2,4]triazolo[1,5-a]pyridin-5-ylamine). RXN SMILES: C1(S([CH2:10][C:11]2[N:15]=[C:14]([C:16]3[O:17][CH:18]=[CH:19][CH:20]=3)[NH:13][N:12]=2)(=O)=O)C=CC=CC=1.[CH2:21]([C:25]1[CH:26]=[CH:27][C:28](/[CH:31]=[CH:32]/[C:33]#[N:34])=[N:29][CH:30]=1)[CH2:22][CH2:23][CH3:24]>>[CH2:21]([C:25]1[CH:26]=[CH:27][C:28]([C:31]2[CH:32]=[C:33]([NH2:34])[N:12]3[N:13]=[C:14]([C:16]4[O:17][CH:18]=[CH:19][CH:20]=4)[N:15]=[C:11]3[CH:10]=2)=[N:29][CH:30]=1)[CH2:22][CH2:23][CH3:24]. Procedure details: The title compound, MS m/e (%): 334 (M+H+, 100), was prepared in accordance with the general method of example 1 from 3-benzenesulfonylmethyl-5-furan-2-yl-1H-[1,2,4]triazole and (E)-3-(5-butyl-pyridin-2-yl)-acrylonitrile. Starting materials: C1(C=2C(C(=O)O1)=CC=CC2)=O (Phthalic anhydride), NC=1C=C2C=NNC2=CC1 (5-aminoindazole). The product is N1N=CC2=CC(=CC=C12)NC(CCC(=O)O)=O (4-(1H-indazol-5-ylamino)-4-oxobutanoic acid). Procedure details: Phthalic anhydride (827 mg, 8.26 mmol) was added to a solution of 5-aminoindazole (1.0 g, 7.51 mmol) in acetone (60 ml) at room temperature, and the resulting mixture was refluxed for 4 hours. The solid precipitated was collected by filtration and dried under reduced pressure to obtain 4-(1H-indazol-5-ylamino)-4-oxobutanoic acid (1.79 g, 100%). RXN SMILES: [C:1]1(=[O:11])[O:6][C:4](=[O:5])[C:3]2=CC=CC=[C:2]12.[NH2:12][C:13]1[CH:14]=[C:15]2[C:19](=[CH:20][CH:21]=1)[NH:18][N:17]=[CH:16]2>CC(C)=O>[NH:18]1[C:19]2[C:15](=[CH:14][C:13]([NH:12][C:1](=[O:11])[CH2:2][CH2:3][C:4]([OH:6])=[O:5])=[CH:21][CH:20]=2)[CH:16]=[N:17]1. Yield: 102.2%. Solvent: CC(=O)C (acetone).